Dataset: the Open Reaction Database (ORD), a public repository of structured organic reaction records. Task: describe an organic reaction: reactants, conditions, products, and yield Starting materials: COC([C@@H](NC(=O)C1(CCCC1)CC1=CC=C(C=C1)OC)CC1=CC=C(C=C1)N)=O (4-Amino-N-[[1-[(4-methoxyphenyl)methyl]cyclopentyl]carbonyl]-L-phenylalanine methyl ester), [N+](=O)([O-])C1=C(C(=O)O)C=CC=C1 (2-nitrobenzoic acid). Yields the product COC1=CC=C(C=C1)CC1(CCCC1)C(=O)N[C@@H](CC1=CC=C(C=C1)NC(=O)C1=C(C=CC=C1)[N+](=O)[O-])C(=O)O (N-[[1-[(4-methoxyphenyl)methyl]cyclopentyl]carbonyl]-4-[[(2-nitrophenyl)carbonyl]amino]-L-phenylalanine). Isolated yield 51.0%. As a reaction SMILES: C[O:2][C:3](=[O:30])[C@H:4]([CH2:22][C:23]1[CH:28]=[CH:27][C:26]([NH2:29])=[CH:25][CH:24]=1)[NH:5][C:6]([C:8]1([CH2:13][C:14]2[CH:19]=[CH:18][C:17]([O:20][CH3:21])=[CH:16][CH:15]=2)[CH2:12][CH2:11][CH2:10][CH2:9]1)=[O:7].[N+:31]([C:34]1[CH:42]=[CH:41][CH:40]=[CH:39][C:35]=1[C:36](O)=[O:37])([O-:33])=[O:32]>>[CH3:21][O:20][C:17]1[CH:16]=[CH:15][C:14]([CH2:13][C:8]2([C:6]([NH:5][C@H:4]([C:3]([OH:2])=[O:30])[CH2:22][C:23]3[CH:24]=[CH:25][C:26]([NH:29][C:36]([C:35]4[CH:39]=[CH:40][CH:41]=[CH:42][C:34]=4[N+:31]([O-:33])=[O:32])=[O:37])=[CH:27][CH:28]=3)=[O:7])[CH2:9][CH2:10][CH2:11][CH2:12]2)=[CH:19][CH:18]=1. Reported procedure: 4-Amino-N-[[1-[(4-methoxyphenyl)methyl]cyclopentyl]carbonyl]-L-phenylalanine methyl ester (32.3 mg, 0.079 mmol) and 2-nitrobenzoic acid (17 mg, 0.10 mmol) were reacted as described in example 40 to give 22 mg of N-[[1-[(4-methoxyphenyl)methyl]cyclopentyl]carbonyl]-4-[[(2-nitrophenyl)carbonyl]amino]-L-phenylalanine, HR—FAB—MS: obs. mass 546.2235. Calcd. mass 546.2240 (M+H). Reactants: Cl (HCl), CNC(CNC1=C(C=CC=C1C)C)=O (2,6-dimethylanilinoacetic acid methyl amide), ClCC(=O)Cl (chloroacetyl chloride), CN(C=O)C (dimethyl formamide). Solvent: ClC1=CC=CC=C1 (chlorobenzene). Conditions: temperature 110 celsius. The product is CN(C(CN(C(CCl)=O)C1=C(C=CC=C1C)C)=O)C (N,N-dimethyl-(N'-(2,6-dimethylphenyl)-N'-chloroacetylamino]-acetamide). As a reaction SMILES: [CH3:1][NH:2][C:3](=[O:14])[CH2:4][NH:5][C:6]1[C:11]([CH3:12])=[CH:10][CH:9]=[CH:8][C:7]=1[CH3:13].[CH3:15]N(C)C=O.[Cl:20][CH2:21][C:22](Cl)=[O:23].Cl>ClC1C=CC=CC=1>[CH3:1][N:2]([CH3:15])[C:3](=[O:14])[CH2:4][N:5]([C:6]1[C:11]([CH3:12])=[CH:10][CH:9]=[CH:8][C:7]=1[CH3:13])[C:22](=[O:23])[CH2:21][Cl:20]. Procedure: 31.4 g of 2,6-dimethylanilinoacetic acid methyl amide are dissolved in 250 ml of chlorobenzene. 1.5 ml of dimethyl formamide are added to this solution and the mixture is heated to 110° C. At this temperature 14.3 ml of chloroacetyl chloride are added dropwise with stirring. After 1 1/2 hours the evolution of HCl has virtually ceased. The reaction mixture is allowed to cool and concentrated in a rotary evaporator to leave as residue a blackish-brown oil which is crystallised from ethyl acetate w... Starting materials: ClCCCl, O=C(Nc1cccc2cccnc12)c1c(Cl)cccc1Cl, O=C(OO)c1cccc(Cl)c1, [Na+], [Na+], O=S([O-])([O-])=S. Product: O=C(Nc1cccc2ccc[n+]([O-])c12)c1c(Cl)cccc1Cl. As a reaction SMILES: [CH2:40]([Cl:41])[CH2:42][Cl:43].[Cl:1][c:2]1[c:3]([C:4](=[O:5])[NH:6][c:7]2[cH:8][cH:9][cH:10][c:11]3[cH:12][cH:13][cH:14][n:15][c:16]23)[c:17]([Cl:21])[cH:18][cH:19][cH:20]1.[Cl:22][c:23]1[cH:24][cH:25][cH:26][c:27]([C:28]([O:29][OH:31])=[O:30])[cH:32]1.[Na+:38].[Na+:39].[S:33]([O-:34])([O-:35])(=[O:36])=[S:37]>>[Cl:1][c:2]1[c:3]([C:4](=[O:5])[NH:6][c:7]2[cH:8][cH:9][cH:10][c:11]3[cH:12][cH:13][cH:14][n+:15]([O-:30])[c:16]23)[c:17]([Cl:21])[cH:18][cH:19][cH:20]1. Reaction SMILES: [C:1]12([CH:11]([OH:18])[CH2:12][N:13]3[CH:17]=[CH:16][N:15]=[CH:14]3)[CH2:10][CH:5]3[CH2:6][CH:7]([CH2:9][CH:3]([CH2:4]3)[CH2:2]1)[CH2:8]2.CN(C)P(N(C)C)(N(C)C)=O.[H-].[Na+].Cl[CH2:33][C:34]1[CH:39]=[CH:38][C:37]([Cl:40])=[CH:36][C:35]=1[Cl:41]>O>[C:1]12([CH:11]([O:18][CH2:33][C:34]3[CH:39]=[CH:38][C:37]([Cl:40])=[CH:36][C:35]=3[Cl:41])[CH2:12][N:13]3[CH:17]=[CH:16][N:15]=[CH:14]3)[CH2:10][CH:5]3[CH2:6][CH:7]([CH2:9][CH:3]([CH2:4]3)[CH2:2]1)[CH2:8]2 |f:2.3|. The reactants are C12(CC3CC(CC(C1)C3)C2)C(CN2C=NC=C2)O (1-[2-(1-adamantyl)-2-hydroxyethyl]imidazole), ClCC1=C(C=C(C=C1)Cl)Cl (α,2,4-trichlorotoluene), CN(P(=O)(N(C)C)N(C)C)C (hexamethylphosphoramide), CN(P(=O)(N(C)C)N(C)C)C (hexamethylphosphoramide), [H-].[Na+] (sodium hydride). Procedure: To a solution of 500 mg. of 1-[2-(1-adamantyl)-2-hydroxyethyl]imidazole in 3 ml. of hexamethylphosphoramide is added 96 mg. of a 56% dispersion of sodium hydride in mineral oil. The addition of base is carried out under a nitrogen atmosphere with continuous stirring. The reaction temperature is then maintained at 25° C. for 1 hour and thereafter at 50° C. After 11/2 hours at 50° C., the reaction mixture is cooled in ice and 450 mg. α,2,4-trichlorotoluene in 3 ml. hexamethylphosphoramide is added... Run in O (water). Reaction conditions: temperature 25 celsius, time 1 hour. Product: C12(CC3CC(CC(C1)C3)C2)C(CN2C=NC=C2)OCC2=C(C=C(C=C2)Cl)Cl (1-[2-(1-adamantyl)-2-(2,4-dichlorobenzyloxy)ethyl]imidazole). Starting materials: C(CC)N1CCC(CC1)C=1C=C(C=CC1)OS(=O)(=O)C(F)(F)F (trifluoro-methanesulfonic acid 3-(1-propyl-piperidin-4-yl)-phenyl ester), Cl (Hydrochloric acid), C(=C)OCCCC (butyl vinyl ether), C1(=CC=CC=C1)P(CCCP(C1=CC=CC=C1)C1=CC=CC=C1)C1=CC=CC=C1 (1,3-bis(diphenylphosphino)propane). Reagents/catalysts: CC(=O)[O-].CC(=O)[O-].[Pd+2] (Pd(OAc)2). Run in CN(C)C=O (DMF), CCN(CC)CC (NEt3), C(Cl)Cl (CH2Cl2). Conditions: temperature 80 celsius, time 45 minute. Product: C(CC)N1CCC(CC1)C=1C=C(C=CC1)C(C)=O (1-[3-(1-Propyl-piperidin-4-yl)-phenyl]-ethanone). RXN SMILES: [CH2:1]([N:4]1[CH2:9][CH2:8][CH:7]([C:10]2[CH:11]=[C:12](OS(C(F)(F)F)(=O)=O)[CH:13]=[CH:14][CH:15]=2)[CH2:6][CH2:5]1)[CH2:2][CH3:3].[CH:24]([O:26]CCCC)=[CH2:25].C1(P(C2C=CC=CC=2)CCCP(C2C=CC=CC=2)C2C=CC=CC=2)C=CC=CC=1.Cl>CN(C=O)C.CC([O-])=O.CC([O-])=O.[Pd+2].C(Cl)Cl.CCN(CC)CC>[CH2:1]([N:4]1[CH2:9][CH2:8][CH:7]([C:10]2[CH:11]=[C:12]([C:24](=[O:26])[CH3:25])[CH:13]=[CH:14][CH:15]=2)[CH2:6][CH2:5]1)[CH2:2][CH3:3] |f:5.6.7|. Procedure details: To a stirred solution of trifluoro-methanesulfonic acid 3-(1-propyl-piperidin-4-yl)-phenyl ester (300 mg) in DMF (4 ml) under argon atm at r.t. was subsequently added NEt3 (356 μL), butyl vinyl ether (823 μL), 1,3-bis(diphenylphosphino)propane (50 mg), and Pd(OAc)2 (19 mg). The reaction mixture was then heated to 80° C. and after 2 h the reaction was stopped. 5% Hydrochloric acid solution (6 ml) was added and the combined mixture stirred for 45 min. Then CH2Cl2 was added and the phases were sepa... Starting materials: [N+](=O)([O-])C1=CC=C(C=N1)OC1=CC(=NC=C1)NC(CC)=O (N-(4-((6-nitropyridin-3-yl)oxy)pyridin-2-yl)propionamide), [NH4+].[Cl-] (NH4Cl). Reagents/catalysts: [Zn] (zinc), [Zn] (zinc). Solvent: CO (MeOH), C1CCOC1 (THF). Run at time 8 hour. Product: NC1=CC=C(C=N1)OC1=CC(=NC=C1)NC(CC)=O (N-(4-((6-aminopyridin-3-yl)oxy)pyridin-2-yl)propionamide). Isolated yield 221.9%. Reaction SMILES: [N+:1]([C:4]1[N:9]=[CH:8][C:7]([O:10][C:11]2[CH:16]=[CH:15][N:14]=[C:13]([NH:17][C:18](=[O:21])[CH2:19][CH3:20])[CH:12]=2)=[CH:6][CH:5]=1)([O-])=O.[NH4+].[Cl-]>CO.C1COCC1.[Zn]>[NH2:1][C:4]1[N:9]=[CH:8][C:7]([O:10][C:11]2[CH:16]=[CH:15][N:14]=[C:13]([NH:17][C:18](=[O:21])[CH2:19][CH3:20])[CH:12]=2)=[CH:6][CH:5]=1 |f:1.2|. Reported procedure: A solution of N-(4-((6-nitropyridin-3-yl)oxy)pyridin-2-yl)propionamide (0.513 g, 1.780 mmol) in MeOH (10 mL) and THF (10 mL) was treated with NH4Cl (3.81 g, 71.2 mmol) followed by zinc dust (1.164 g, 17.80 mmol) and stirred at RT overnight. Additional zinc dust (1 g) was added the mixture stirred at RT for 2 days. The solids were removed via filtration, washed with THF and filtrate concentrated to dryness. The material was suspended in THF, sonicated, the resulting solid removed via filtration a... The product is IC1=CC=C(C=C1)C=1NC2=CC=C(C=C2C1CCCN1CCC(CC1)C=1C=C(C=CC1)NC(C(C)C)=O)C (N-[3-(1-{3-[2-(4-IODOPHENYL)-5-METHYL-1H-INDOL-3-YL]PROPYL}-4-PIPERIDINYL)PHENYL]-2-METHYLPROPANAMIDE). RXN SMILES: [I:1][C:2]1[CH:7]=[CH:6][C:5]([C:8](=O)[CH2:9][CH2:10][CH2:11][CH2:12][N:13]2[CH2:18][CH2:17][CH:16]([C:19]3[CH:20]=[C:21]([NH:25][C:26](=[O:30])[CH:27]([CH3:29])[CH3:28])[CH:22]=[CH:23][CH:24]=3)[CH2:15][CH2:14]2)=[CH:4][CH:3]=1.Cl.[CH3:33][C:34]1[CH:39]=[CH:38][C:37]([NH:40]N)=[CH:36][CH:35]=1>>[I:1][C:2]1[CH:7]=[CH:6][C:5]([C:8]2[NH:40][C:37]3[C:38]([C:9]=2[CH2:10][CH2:11][CH2:12][N:13]2[CH2:18][CH2:17][CH:16]([C:19]4[CH:20]=[C:21]([NH:25][C:26](=[O:30])[CH:27]([CH3:29])[CH3:28])[CH:22]=[CH:23][CH:24]=4)[CH2:15][CH2:14]2)=[CH:39][C:34]([CH3:33])=[CH:35][CH:36]=3)=[CH:4][CH:3]=1 |f:1.2|. Starting materials: IC1=CC=C(C=C1)C(CCCCN1CCC(CC1)C=1C=C(C=CC1)NC(C(C)C)=O)=O (N-(3-{1-[5-(4-iodophenyl)-5-oxopentyl]-4-piperidinyl}phenyl)-2-methylpropanamide), Cl.CC1=CC=C(C=C1)NN (4-methylphenylhydrazine hydrochloride). Procedure: Prepared by Procedure E and Scheme M using N-(3-{1-[5-(4-iodophenyl)-5-oxopentyl]-4-piperidinyl}phenyl)-2-methylpropanamide and 4-methylphenylhydrazine hydrochloride: ESMS m/e: 620.1 (M+H)+. Reactants: Cl, [N-]=[N+]=NCC1Cc2ccc(F)c(-c3ccccc3Cl)c2O1, C1CCOC1, c1ccc(P(c2ccccc2)c2ccccc2)cc1. Yields the product NCC1Cc2ccc(F)c(-c3ccccc3Cl)c2O1. RXN SMILES: [ClH:41].[N:1](=[N+:2]=[N-:3])[CH2:4][CH:5]1[O:6][c:7]2[c:8]([cH:10][cH:11][c:12]([F:21])[c:13]2-[c:14]2[c:15]([Cl:20])[cH:16][cH:17][cH:18][cH:19]2)[CH2:9]1.[O:42]1[CH2:43][CH2:44][CH2:45][CH2:46]1.[c:22]1([P:23]([c:24]2[cH:25][cH:26][cH:27][cH:28][cH:29]2)[c:30]2[cH:31][cH:32][cH:33][cH:34][cH:35]2)[cH:36][cH:37][cH:38][cH:39][cH:40]1>>[NH2:1][CH2:4][CH:5]1[O:6][c:7]2[c:8]([cH:10][cH:11][c:12]([F:21])[c:13]2-[c:14]2[c:15]([Cl:20])[cH:16][cH:17][cH:18][cH:19]2)[CH2:9]1.